This data is from the Open Reaction Database (ORD), a public repository of structured organic reaction records. The task is: describe an organic reaction: reactants, conditions, products, and yield Solvent: N1=CC=CC=C1 (pyridine). Product: CCCCCCC=CCCC (7-undecene), compounds ( 12 ). Procedure details: Subsequently, compound (10a) is acetylated with acetic anhydride-pyridine etc., thereby giving compound (11), followed by treatment with 1,8-diazabicyclo 5.4.0.!-7-undecene (DBU) in a solvent e.g. pyridine, whereby compounds (12) and (12') are formed. Compounds (12) and (12') are then hydrolyzed with a base such as sodium hydroxide, sodium methoxide, sodium ethoxide, sodium t-butoxide, etc., whereby compound (1) can be obtained. Starting materials: compound ( 11 ), compound ( 10a ), C(C)(=O)OC(C)=O.N1=CC=CC=C1 (acetic anhydride pyridine). RXN SMILES: C(O[C:5](=O)[CH3:6])(=O)C.N1[CH:13]=[CH:12][CH:11]=[CH:10][CH:9]=1>N1C=CC=CC=1>[CH3:9][CH2:10][CH2:11][CH2:12][CH2:13][CH2:9][CH:10]=[CH:11][CH2:12][CH2:5][CH3:6] |f:0.1|.